This data is from the Open Reaction Database (ORD), a public repository of structured organic reaction records. The task is: describe an organic reaction: reactants, conditions, products, and yield Starting materials: CC(C)(C)C(=O)Cl, CN(C)c1ccncc1, CN1C(=O)CC(=O)N(C)C1=O, ClCCl. Product: CN1C(=O)C(C(=O)C(C)(C)C)C(=O)N(C)C1=O. RXN SMILES: [C:12]([C:13]([CH3:14])([CH3:15])[CH3:16])(=[O:17])[Cl:18].[CH3:19][N:20]([CH3:21])[c:22]1[cH:23][cH:24][n:25][cH:26][cH:27]1.[CH3:1][N:2]1[C:3](=[O:4])[N:5]([CH3:11])[C:6](=[O:7])[CH2:8][C:9]1=[O:10].[Cl:28][CH2:29][Cl:30]>>[CH3:1][N:2]1[C:3](=[O:4])[N:5]([CH3:11])[C:6](=[O:7])[CH:8]([C:12]([C:13]([CH3:14])([CH3:15])[CH3:16])=[O:17])[C:9]1=[O:10]. Starting materials: CO, COC(=O)c1cc(Nc2cc(C)[nH]n2)nc(N2CCCC2c2cc(-c3ccccn3)no2)n1, NN, O. Product: Cc1cc(Nc2cc(C(=O)NN)nc(N3CCCC3c3cc(-c4ccccn4)no3)n2)n[nH]1. RXN SMILES: [CH3:37][OH:38].[CH3:4][O:5][C:6](=[O:7])[c:8]1[cH:9][c:10]([NH:30][c:31]2[n:32][nH:33][c:34]([CH3:36])[cH:35]2)[n:11][c:12]([N:14]2[CH:15]([c:19]3[cH:20][c:21](-[c:24]4[n:25][cH:26][cH:27][cH:28][cH:29]4)[n:22][o:23]3)[CH2:16][CH2:17][CH2:18]2)[n:13]1.[NH2:2][NH2:3].[OH2:1]>>[NH2:2][NH:3][C:6](=[O:5])[c:8]1[cH:9][c:10]([NH:30][c:31]2[n:32][nH:33][c:34]([CH3:36])[cH:35]2)[n:11][c:12]([N:14]2[CH:15]([c:19]3[cH:20][c:21](-[c:24]4[n:25][cH:26][cH:27][cH:28][cH:29]4)[n:22][o:23]3)[CH2:16][CH2:17][CH2:18]2)[n:13]1. The reactants are O (water), NC=1C(=C(C=CC1Cl)C(F)(F)F)CSC (3-amino-4-chloro-2-methylthiomethylbenzotrifluoride). Solvent: C(C)(=O)O (acetic acid). Product: NC=1C(=C(C=CC1)C(F)(F)F)C (3-amino-2-methylbenzotrifluoride). Reaction SMILES: O.[NH2:2][C:3]1[C:4]([CH2:14]SC)=[C:5]([C:10]([F:13])([F:12])[F:11])[CH:6]=[CH:7][C:8]=1Cl>C(O)(=O)C>[NH2:2][C:3]1[C:4]([CH3:14])=[C:5]([C:10]([F:11])([F:12])[F:13])[CH:6]=[CH:7][CH:8]=1. Procedure: Add 70 ml of water, 150 ml of glacial acetic acid and 100 g. of 3-amino-4-chloro-2-methylthiomethylbenzotrifluoride to a three-necked round bottom flask fitted with mechanical stirrer and condenser. Then add 535 g. of washed and neutralized Raney active nickel catalyst (Grace no. 28 in water). Heat to reflux (98° C.-100° C.) for 20 hours. Steam distill to obtain the title compound. The reactants are C1=C2CC3N(C(C2=CC=C1)=O)CCCCC3 (8,9,10,11,11a,12-hexahydro-7H-azepino[1,2-b]isoquinolin-5-one), [N+](=O)([O-])[O-].[K+] (potassium nitrate), [OH-].[NH4+] (ammonium hydroxide). The solvent is S(O)(O)(=O)=O (sulfuric acid). Conditions: time 8 hour. Product: [N+](=O)([O-])C1=CC=C2CC3N(C(C2=C1)=O)CCCCC3 (3-Nitro-8,9,10,11,11a,12-hexahydro-7H-azepino[1,2-b]isoquinolin-5-one). As a reaction SMILES: [CH:1]1[CH:10]=[CH:9][CH:8]=[C:7]2[C:2]=1[CH2:3][CH:4]1[CH2:16][CH2:15][CH2:14][CH2:13][CH2:12][N:5]1[C:6]2=[O:11].[N+:17]([O-])([O-:19])=[O:18].[K+].[OH-].[NH4+]>S(=O)(=O)(O)O>[N+:17]([C:9]1[CH:8]=[C:7]2[C:2]([CH2:3][CH:4]3[CH2:16][CH2:15][CH2:14][CH2:13][CH2:12][N:5]3[C:6]2=[O:11])=[CH:1][CH:10]=1)([O-:19])=[O:18] |f:1.2,3.4|. Procedure: To a solution of 8,9,10,11,11a,12-hexahydro-7H-azepino[1,2-b]isoquinolin-5-one (2.50 g, 11.6 mmol) in concentrated sulfuric acid (30 ml) at 0° C. was added in a single portion potassium nitrate (1.23 g, 12.2 mmol). After the reaction mixture had stirred overnight, it was poured onto ice and basified with concentrated ammonium hydroxide. The aqueous phase was extracted twice with dichloromethane, dried (magnesium sulfate), and concentrated to leave about 15 ml of solvent. Hexanes (100 ml) was add... Starting materials: P(=O)(Cl)(Cl)Cl (Phosphorus oxychloride), CC1=C(C2=C(C(NN=C2)=O)N1C[C@@H]1[C@H](C1)C)C (2,3-dimethyl-1-[(1S,2S)-2-methylcyclopropylmethyl]-6,7-dihydropyrrolo[2,3-d]pyridazin-7-one), [OH-].[Na+] (sodium hydroxide). The solvent is O (water). Run at temperature 90 celsius, time 3.5 hour. Yields the product ClC=1N=NC=C2C1N(C(=C2C)C)C[C@@H]2[C@H](C2)C (7-Chloro-2,3-dimethyl-1-[(1S,2S)-2-methylcyclopropylmethyl]pyrrolo[2,3-d]pyridazine). Isolated yield 91.8%. Reaction SMILES: P(Cl)(Cl)([Cl:3])=O.[CH3:6][C:7]1[N:16]([CH2:17][C@H:18]2[CH2:20][C@@H:19]2[CH3:21])[C:10]2[C:11](=O)[NH:12][N:13]=[CH:14][C:9]=2[C:8]=1[CH3:22].[OH-].[Na+]>O>[Cl:3][C:11]1[N:12]=[N:13][CH:14]=[C:9]2[C:8]([CH3:22])=[C:7]([CH3:6])[N:16]([CH2:17][C@H:18]3[CH2:20][C@@H:19]3[CH3:21])[C:10]=12 |f:2.3|. Procedure: Phosphorus oxychloride (55 ml, 590 mmol) was added to 2,3-dimethyl-1-[(1S,2S)-2-methylcyclopropylmethyl]-6,7-dihydropyrrolo[2,3-d]pyridazin-7-one (6.95 g, 30.1 mmol) and the mixture was stirred at 90° C. for 3.5 hours. After this time the reaction mixture was cooled to room temperature and poured dropwise into iced water. The aqueous solution was neutralized with 5N aqueous sodium hydroxide solution and extracted with methylene chloride. The extract was washed with water, dried over anhydrous ma... Reactants: ( 1 ), NCC(=O)O (glycine), ( 2 ), ( 2 ), ( 3 ), ( 0.5 ), N[C@@H](C(C)C)C(=O)O (valine), N[C@@H]([C@H](O)C)C(=O)O (threonine), ( 2 ), ( 3 ), N[C@@H](CC(=O)O)C(=O)O (aspartic acid), ( 2 ), N[C@@H](CO)C(=O)O (serine), N[C@@H](CCC(=O)O)C(=O)O (glutamic acid), C([C@@H](C(=O)O)N)SSC[C@@H](C(=O)O)N (cystine), ( 2 ), N[C@@H](CC(C)C)C(=O)O (leucine), ( 2 ), N1[C@H](C(=O)O)CCC1 (proline). The product is N[C@@H](CCCCN)C(=O)O (lysine). As a reaction SMILES: [NH2:1][C@H:2]([C:7]([OH:9])=[O:8])[CH2:3][C:4](O)=O.[NH2:10][C@H:11](C(O)=O)[CH2:12]CC(O)=O.N1CCC[C@H]1C(O)=O.N[C@H](C(O)=O)C(C)C.NCC(O)=O.C(SSC[C@H](N)C(O)=O)[C@H](N)C(O)=O.N[C@H](C(O)=O)[C@@H](C)O.N[C@H](C(O)=O)CC(C)C.N[C@H](C(O)=O)CO>>[NH2:1][C@H:2]([C:7]([OH:9])=[O:8])[CH2:3][CH2:4][CH2:12][CH2:11][NH2:10]. Procedure: 1.04 (1), aspartic acid: 2.09 (2), glutamic acid: 2.02 (2), proline: 3.10 (3), valine: 1.90 (2), glycine: 1.95 (2), cystine: 0.44 (0.5), threonine: 3.11 (3), leucine: 1.99 (2), serine: 1.98 (2). Reactants: ClCCl, O=C(O)C(F)(F)F, CC(C)(C)OC(=O)Nc1ccc2c(n1)CC1(C2)C(=O)Nc2ncccc21. Yields the product O=C(O)C(F)(F)F, Nc1ccc2c(n1)CC1(C2)C(=O)Nc2ncccc21. As a reaction SMILES: [Cl:34][CH2:35][Cl:36].[F:27][C:28]([C:29](=[O:30])[OH:31])([F:32])[F:33].[O:1]=[C:2]1[NH:3][c:4]2[n:5][cH:6][cH:7][cH:8][c:9]2[C:10]12[CH2:11][c:12]1[c:13]([n:14][c:15]([NH:18][C:19](=[O:20])[O:21][C:22]([CH3:23])([CH3:24])[CH3:25])[cH:16][cH:17]1)[CH2:26]2>>[F:27][C:28]([C:29](=[O:30])[OH:31])([F:32])[F:33].[O:1]=[C:2]1[NH:3][c:4]2[n:5][cH:6][cH:7][cH:8][c:9]2[C:10]12[CH2:11][c:12]1[c:13]([n:14][c:15]([NH2:18])[cH:16][cH:17]1)[CH2:26]2.